This data is from the Open Reaction Database (ORD), a public repository of structured organic reaction records. The task is: describe an organic reaction: reactants, conditions, products, and yield The reactants are OC=1C(=NC=CC1)CO (3-Hydroxy-2-hydroxymethylpyridine), [Na] (sodium), C(C)O (ethanol). Conditions: time 65 hour. The product is C(C)OC=1C(=NC=CC1)CO (3-ethoxy-2-hydroxymethylpyridine). As a reaction SMILES: [OH:1][C:2]1[C:3]([CH2:8][OH:9])=[N:4][CH:5]=[CH:6][CH:7]=1.[Na].[CH2:11](O)[CH3:12]>>[CH2:11]([O:1][C:2]1[C:3]([CH2:8][OH:9])=[N:4][CH:5]=[CH:6][CH:7]=1)[CH3:12] |^1:9|. Procedure details: 3-Hydroxy-2-hydroxymethylpyridine (8.5 g) was added to a solution of sodium (1.565 g) in ethanol (100 cc) and the mixture was evaporated to dryness. Dimethylsulphoxide (180 cc) was added to the residue, and bromoethane (7.43 g) in dimethylsulphoxide (24 cc) was added over 20 minutes to the stirred mixture. The mixture was allowed to stand at room temperature for 65 hours, and was evaporated. The residue was partitioned between chloroform and water, and the chloroform extracts were evaporated to ... The solvent is CO (methanol). Product: O1CCN(CC1)CC1=CC=C(C=N1)C=1C=CC=C(C(=O)N)C1 (5-(6-(morpholinomethyl)pyridin-3-yl)benzamide). Reactants: C(#N)[BH3-].[Na+] (sodium cyanoborohydride), C1(CCCCC1)N(C=1C(=C(C(=O)NCC=2C(NC(=CC2C)C)=O)C=C(C1)C=1C=NC(=CC1)C=O)C)C (3-(cyclohexyl(methyl)amino)-N-((4,6-dimethyl-2-oxo-1,2-dihydropyridin-3-yl)methyl)-5-(6-formylpyridin-3-yl)-2-methylbenzamide), N1CCOCC1 (morpholine), C(C)(=O)O (acetic acid). Procedure: To a stirred solution of compound 3-(cyclohexyl(methyl)amino)-N-((4,6-dimethyl-2-oxo-1,2-dihydropyridin-3-yl)methyl)-5-(6-formylpyridin-3-yl)-2-methylbenzamide (1 equiv.) and morpholine (5 equiv.) in methanol (10 mL), acetic acid (2 equiv.) was added and reaction stirred at room temperature for 8 h. Then sodium cyanoborohydride (2.5 equiv.) was added at 0° C. and reaction stirred overnight at room temperature. On completion, solvent was removed under reduced pressure and crude material was purif... The yield is 53.0%. Reaction conditions: time 8 hour. Reaction SMILES: C1(N(C)[C:8]2[C:9](C)=[C:10]([CH:24]=[C:25]([C:27]3[CH:28]=[N:29][C:30]([CH:33]=O)=[CH:31][CH:32]=3)[CH:26]=2)[C:11]([NH:13]CC2C(=O)NC(C)=CC=2C)=[O:12])CCCCC1.[NH:37]1[CH2:42][CH2:41][O:40][CH2:39][CH2:38]1.C(O)(=O)C.C([BH3-])#N.[Na+]>CO>[O:40]1[CH2:41][CH2:42][N:37]([CH2:33][C:30]2[N:29]=[CH:28][C:27]([C:25]3[CH:26]=[CH:8][CH:9]=[C:10]([CH:24]=3)[C:11]([NH2:13])=[O:12])=[CH:32][CH:31]=2)[CH2:38][CH2:39]1 |f:3.4|. Starting materials: CCOC(=O)C(CSC(C)=O)C(C)C1CCN(C(=O)OC(C)(C)C)CC1, ClCCl, O=C(O)C(F)(F)F. Product: CCOC(=O)C(CSC(C)=O)C(C)C1CCNCC1. Reaction SMILES: [C:8]([O:9][C:10](=[O:11])[N:15]1[CH2:16][CH2:17][CH:18]([CH:21]([CH:22]([CH2:23][S:24][C:25]([CH3:26])=[O:27])[C:28](=[O:29])[O:30][CH2:31][CH3:32])[CH3:33])[CH2:19][CH2:20]1)([CH3:12])([CH3:13])[CH3:14].[CH2:34]([Cl:35])[Cl:36].[F:1][C:2]([F:3])([F:4])[C:5]([OH:6])=[O:7]>>[NH:15]1[CH2:16][CH2:17][CH:18]([CH:21]([CH:22]([CH2:23][S:24][C:25]([CH3:26])=[O:27])[C:28](=[O:29])[O:30][CH2:31][CH3:32])[CH3:33])[CH2:19][CH2:20]1. Starting materials: C(#N)C1=CC=C(C=C1)OCC(=O)O (4-cyanophenyloxyacetic acid), C(=O)(N1C=NC=C1)N1C=NC=C1 (1,1'-carbonyl-diimidazole), NC=1C=C(C=CC1NC)C1C(CCCC1)(CC(=O)OC)C(=O)C1(C(CCCC1)C1=CC(=C(C=C1)NC)N)CC(=O)OC (3-amino-4-methylaminophenyl-(1-methoxycarbonylmethyl-cyclohex-1-yl)-ketone). Run in O1CCCC1 (tetrahydrofuran). Run at time 4 hour. The product is C(#N)C1=CC=C(C=C1)OCC(=O)NC=1C=C(C=CC1NC)C1C(CCCC1)(CC(=O)OC)C(=O)C1(C(CCCC1)C1=CC(=C(C=C1)NC)NC(COC1=CC=C(C=C1)C#N)=O)CC(=O)OC (3-(4-Cyanophenyloxyacetylamino)-4-methylaminophenyl-(1-methoxycarbonylmethyl-cyclohex-1-yl)-ketone). RXN SMILES: [C:1]([C:3]1[CH:8]=[CH:7][C:6]([O:9][CH2:10][C:11]([OH:13])=O)=[CH:5][CH:4]=1)#[N:2].C([N:21]1[CH:25]=[CH:24]N=C1)(N1C=CN=C1)=O.[NH2:26][C:27]1[CH:28]=[C:29]([CH:35]2[CH2:40][CH2:39][CH2:38][CH2:37][C:36]2([C:46]([C:48]2([CH2:63][C:64]([O:66][CH3:67])=[O:65])[CH2:53][CH2:52][CH2:51][CH2:50][CH:49]2[C:54]2[CH:59]=[CH:58][C:57]([NH:60][CH3:61])=[C:56]([NH2:62])[CH:55]=2)=[O:47])[CH2:41][C:42]([O:44][CH3:45])=[O:43])[CH:30]=[CH:31][C:32]=1[NH:33][CH3:34]>O1CCCC1>[C:25]([C:24]1[CH:8]=[CH:7][C:6]([O:9][CH2:10][C:11]([NH:62][C:56]2[CH:55]=[C:54]([CH:49]3[CH2:50][CH2:51][CH2:52][CH2:53][C:48]3([C:46]([C:36]3([CH2:41][C:42]([O:44][CH3:45])=[O:43])[CH2:37][CH2:38][CH2:39][CH2:40][CH:35]3[C:29]3[CH:30]=[CH:31][C:32]([NH:33][CH3:34])=[C:27]([NH:26][C:11](=[O:13])[CH2:10][O:9][C:6]4[CH:5]=[CH:4][C:3]([C:1]#[N:2])=[CH:8][CH:7]=4)[CH:28]=3)=[O:47])[CH2:63][C:64]([O:66][CH3:67])=[O:65])[CH:59]=[CH:58][C:57]=2[NH:60][CH3:61])=[O:13])=[CH:5][CH:4]=1)#[N:21]. Procedure details: 620 mg (3.5 mMol) of 4-cyanophenyloxyacetic acid and 570 mg (3.5 mMol) of 1,1'-carbonyl-diimidazole were refluxed in 50 ml of tetrahydrofuran for 15 minutes. Then 1.0 g (3.28 mMol) of 3-amino-4-methylaminophenyl-(1-methoxycarbonylmethyl-cyclohex-1-yl)-ketone were added and the mixture was boiled for a further 4 hours. Then the solvent was evaporated off and the crude product thus obtained was purified by column chromatography (150 g silica gel; eluant: dichloromethane with 0 to 2% ethanol). Yiel... Reaction SMILES: CC[N+](CCC[N+:10]1[C:23](C2C=CC=CC=2)=[C:22]2[C:17](C=C[C:20]([NH2:30])=[CH:21]2)=[C:16]2[C:11]=1C=C(N)C=C2)(CC)C.[I-].[I-].C(O)[C:35]([NH2:40])([CH2:38]O)[CH2:36][OH:37].Cl.[Mg+2].[Cl-].[Cl-].P([O:58][CH2:59][C@H:60]1O[C@@H](N2C3N=CN=C(N)C=3N=C2)[C@H](O)[C@@H]1O)(OP(OP(O)(O)=O)(O)=O)(=O)O.P(OC[C@H]1O[C@@H](N2C3N=C(N)NC(=O)C=3N=C2)[C@H](O)[C@@H]1O)(OP(OP(O)(O)=O)(O)=O)(=O)O.C1[C:115](=O)[NH:114][C:112](=[O:113])[N:111]([C@@H]2O[C@H](COP(OP(OP(O)(O)=O)(O)=O)(O)=O)[C@@H](O)[C@H]2O)[CH:110]=1>>[CH3:110][N:111]1[C:112](=[O:113])[N:114]([CH3:115])[C:36](=[O:37])[C:35]2[N:40]([CH2:60][CH2:59][OH:58])[C:20]([CH2:21][C:22]3[CH:17]=[CH:16][CH:11]=[N:10][CH:23]=3)=[N:30][C:38]1=2 |f:0.1.2,3.4,5.6.7|. Reported procedure: Propidium iodide was tested for its effect on the replication of wild type RNA in a preparation of Qβ replicase. Propidium iodide in an amount of either 0, 1, or 3 μg/ml was added to a reaction buffer containing: 90 mM Tris HCl (pH7.5), 14 mM MgCl2, 0.4 mM each ATP, GTP, UTP, and CTP, and 10 μCi α- 32P-CTP. The Qβ replicase reaction was initiated in each sample by addition of 1.2 μg of Qβ replicase prepared according to the method of Eoyang and August, (1972), ibid. Aliquots of the reaction mixt... Reactants: C(C(CO)(CO)N)O.Cl (Tris HCl), [Mg+2].[Cl-].[Cl-] (MgCl2), C1=CN(C(=O)NC1=O)[C@H]2[C@@H]([C@@H]([C@H](O2)COP(=O)(O)OP(=O)(O)OP(=O)(O)O)O)O (UTP), 32P-CTP, P(O)(=O)(OP(=O)(O)OP(=O)(O)O)OC[C@@H]1[C@H]([C@H]([C@@H](O1)N1C=NC=2C(=O)NC(N)=NC12)O)O (GTP), CC[N+](C)(CC)CCC[N+]1=C2C=C(C=CC2=C3C=CC(=CC3=C1C=4C=CC=CC4)N)N.[I-].[I-] (Propidium iodide), RNA, CC[N+](C)(CC)CCC[N+]1=C2C=C(C=CC2=C3C=CC(=CC3=C1C=4C=CC=CC4)N)N.[I-].[I-] (Propidium iodide), P(O)(=O)(OP(=O)(O)OP(=O)(O)O)OC[C@@H]1[C@H]([C@H]([C@@H](O1)N1C=NC=2C(N)=NC=NC12)O)O (ATP). Yields the product CN1C2=C(C(=O)N(C1=O)C)N(C(=N2)CC3=CN=CC=C3)CCO (MDV-1). Product: O=CC#Cc1ccc(Cl)c(Cl)c1. As a reaction SMILES: [Cl:18][CH2:19][Cl:20].[Cl:1][c:2]1[cH:3][c:4]([C:9]#[C:10][CH2:11][OH:12])[cH:5][cH:6][c:7]1[Cl:8].[Na+:17].[O-:13][C:14]([OH:15])=[O:16]>>[Cl:1][c:2]1[cH:3][c:4]([C:9]#[C:10][CH:11]=[O:12])[cH:5][cH:6][c:7]1[Cl:8]. Starting materials: ClCCl, OCC#Cc1ccc(Cl)c(Cl)c1, [Na+], O=C([O-])O. RXN SMILES: [BH4-:1].[Cl-:29].[Cl-:31].[ClH:32].[F:3][c:4]1[cH:5][cH:6][c:7]([CH2:10][CH:11]([C:12](=[O:13])[O:14][CH2:15][CH3:16])[C:17]([c:18]2[cH:19][cH:20][c:21]([C:24]([F:25])([F:26])[F:27])[cH:22][cH:23]2)=[O:28])[cH:8][cH:9]1.[Na+:2].[Zn+2:30]>>[F:3][c:4]1[cH:5][cH:6][c:7]([CH2:10][CH:11]([C:12](=[O:13])[O:14][CH2:15][CH3:16])[CH:17]([c:18]2[cH:19][cH:20][c:21]([C:24]([F:25])([F:26])[F:27])[cH:22][cH:23]2)[OH:28])[cH:8][cH:9]1. Product: CCOC(=O)C(Cc1ccc(F)cc1)C(O)c1ccc(C(F)(F)F)cc1. Reactants: [BH4-], [Cl-], [Cl-], Cl, CCOC(=O)C(Cc1ccc(F)cc1)C(=O)c1ccc(C(F)(F)F)cc1, [Na+], [Zn+2]. The reactants are [Li]CCCC, CCCCCC, CC(C)[N-]C(C)C, CC(C)NC(C)C, [Li+], O=CCC1CCCO1, C1CCOC1, COc1cnc2c(ccn2S(=O)(=O)c2ccccc2)c1. The product is COc1cnc2c(c1)cc(C(O)CC1CCCO1)n2S(=O)(=O)c1ccccc1. RXN SMILES: [CH2:29]([Li:30])[CH2:31][CH2:32][CH3:33].[CH3:34][CH2:35][CH2:36][CH2:37][CH2:38][CH3:39].[CH:21]([N-:22][CH:23]([CH3:24])[CH3:25])([CH3:26])[CH3:27].[CH:40]([NH:41][CH:42]([CH3:43])[CH3:44])([CH3:45])[CH3:46].[Li+:28].[O:47]1[CH:48]([CH2:52][CH:53]=[O:54])[CH2:49][CH2:50][CH2:51]1.[O:55]1[CH2:56][CH2:57][CH2:58][CH2:59]1.[c:1]1([S:7](=[O:8])(=[O:9])[n:10]2[cH:11][cH:12][c:13]3[c:14]2[n:15][cH:16][c:17]([O:19][CH3:20])[cH:18]3)[cH:2][cH:3][cH:4][cH:5][cH:6]1>>[c:1]1([S:7](=[O:8])(=[O:9])[n:10]2[c:11]([CH:53]([CH2:52][CH:48]3[O:47][CH2:51][CH2:50][CH2:49]3)[OH:54])[cH:12][c:13]3[c:14]2[n:15][cH:16][c:17]([O:19][CH3:20])[cH:18]3)[cH:2][cH:3][cH:4][cH:5][cH:6]1.